Task: describe an organic reaction: reactants, conditions, products, and yield. Dataset: the Open Reaction Database (ORD), a public repository of structured organic reaction records Reactants: C1CCOC1, CONc1nc(C(c2ccccc2)(c2ccccc2)c2ccccc2)nc2c1nc(CCCN=[N+]=[N-])n2COCP(=O)(OC(C)C)OC(C)C, O, c1ccc(P(c2ccccc2)c2ccccc2)cc1. Product: CONc1nc(C(c2ccccc2)(c2ccccc2)c2ccccc2)nc2c1nc(CCCN)n2COCP(=O)(OC(C)C)OC(C)C. Reaction SMILES: [CH2:70]1[O:71][CH2:72][CH2:73][CH2:74]1.[CH:1]([CH3:2])([CH3:3])[O:4][P:5](=[O:6])([O:7][CH:8]([CH3:9])[CH3:10])[CH2:11][O:12][CH2:13][n:14]1[c:15]2[n:16][c:17]([C:32]([c:33]3[cH:34][cH:35][cH:36][cH:37][cH:38]3)([c:39]3[cH:40][cH:41][cH:42][cH:43][cH:44]3)[c:45]3[cH:46][cH:47][cH:48][cH:49][cH:50]3)[n:18][c:19]([NH:29][O:30][CH3:31])[c:20]2[n:21][c:22]1[CH2:23][CH2:24][CH2:25][N:26]=[N+:27]=[N-:28].[OH2:75].[c:51]1([P:52]([c:53]2[cH:54][cH:55][cH:56][cH:57][cH:58]2)[c:59]2[cH:60][cH:61][cH:62][cH:63][cH:64]2)[cH:65][cH:66][cH:67][cH:68][cH:69]1>>[CH:1]([CH3:2])([CH3:3])[O:4][P:5](=[O:6])([O:7][CH:8]([CH3:9])[CH3:10])[CH2:11][O:12][CH2:13][n:14]1[c:15]2[n:16][c:17]([C:32]([c:33]3[cH:34][cH:35][cH:36][cH:37][cH:38]3)([c:39]3[cH:40][cH:41][cH:42][cH:43][cH:44]3)[c:45]3[cH:46][cH:47][cH:48][cH:49][cH:50]3)[n:18][c:19]([NH:29][O:30][CH3:31])[c:20]2[n:21][c:22]1[CH2:23][CH2:24][CH2:25][NH2:26].